From a dataset of the Open Reaction Database (ORD), a public repository of structured organic reaction records. describe an organic reaction: reactants, conditions, products, and yield Reactants: ClC=1C=C2C(CCOC2=CC1O)C(=O)OCC (ethyl 6-chloro-7-hydroxychroman-4-carboxylate), ClC1=C(C=C(C(=O)N)C=C1)[N+](=O)[O-] (4-chloro-3-nitrobenzamide), C([O-])([O-])=O.[K+].[K+] (potassium carbonate). Run in CN(C)C=O (N,N′-dimethylformamide). Conditions: temperature 90 celsius. Yields the product C(N)(=O)C1=CC(=C(OC2=C(C=C3C(CCOC3=C2)C(=O)OCC)Cl)C=C1)[N+](=O)[O-] (ethyl 7-(4-carbamoyl-2-nitrophenoxy)-6-chlorochroman-4-carboxylate). Reaction SMILES: [Cl:1][C:2]1[CH:3]=[C:4]2[C:9](=[CH:10][C:11]=1[OH:12])[O:8][CH2:7][CH2:6][CH:5]2[C:13]([O:15][CH2:16][CH3:17])=[O:14].Cl[C:19]1[CH:27]=[CH:26][C:22]([C:23]([NH2:25])=[O:24])=[CH:21][C:20]=1[N+:28]([O-:30])=[O:29].C(=O)([O-])[O-].[K+].[K+]>CN(C=O)C>[C:23]([C:22]1[CH:26]=[CH:27][C:19]([O:12][C:11]2[CH:10]=[C:9]3[C:4]([CH:5]([C:13]([O:15][CH2:16][CH3:17])=[O:14])[CH2:6][CH2:7][O:8]3)=[CH:3][C:2]=2[Cl:1])=[C:20]([N+:28]([O-:30])=[O:29])[CH:21]=1)(=[O:24])[NH2:25] |f:2.3.4|. Procedure: To a stirred solution of ethyl 6-chloro-7-hydroxychroman-4-carboxylate (6.40 g, 24.9 mmol) and 4-chloro-3-nitrobenzamide in N,N′-dimethylformamide (75 mL) at ambient temperature was added potassium carbonate (8.61 g, 62.3 mmol). An argon balloon with purge valve was attached, and the stirred mixture was evacuated and purged 5 times with argon. The mixture was stirred in an oil bath at 90° C. under argon. After 15 hours the reaction mixture was cooled to ambient temperature, then poured into a re...